From a dataset of the Open Reaction Database (ORD), a public repository of structured organic reaction records. describe an organic reaction: reactants, conditions, products, and yield The reactants are NC1=C(N(C2=CC(=CC=C12)C#N)C(=O)OCC)C(C1=CC=CC=C1)=O (3-Amino-2-benzoyl-6-cyano-1-(ethoxycarbonyl)indole), C(C)(=O)OCC (ethyl acetate). The solvent is hexanes. Yields the product C(C)(=O)NC1=C(N(C2=CC(=CC=C12)C#N)C(=O)OCC)C(C1=CC=CC=C1)=O (3-Acetylamino-2-benzoyl-6-cyano-1-(ethoxycarbonyl)indole). RXN SMILES: [NH2:1][C:2]1[C:10]2[C:5](=[CH:6][C:7]([C:11]#[N:12])=[CH:8][CH:9]=2)[N:4]([C:13]([O:15][CH2:16][CH3:17])=[O:14])[C:3]=1[C:18](=[O:25])[C:19]1[CH:24]=[CH:23][CH:22]=[CH:21][CH:20]=1.[C:26](OCC)(=[O:28])[CH3:27]>>[C:26]([NH:1][C:2]1[C:10]2[C:5](=[CH:6][C:7]([C:11]#[N:12])=[CH:8][CH:9]=2)[N:4]([C:13]([O:15][CH2:16][CH3:17])=[O:14])[C:3]=1[C:18](=[O:25])[C:19]1[CH:20]=[CH:21][CH:22]=[CH:23][CH:24]=1)(=[O:28])[CH3:27]. Reported procedure: The title compound was prepared according to the procedure described in step 1 of Example 2 (Method A) from 3-amino-2-benzoyl-6-cyano-1-(ethoxycarbonyl)indole (step 2). tlc: Rf=0.1 (33% ethyl acetate in hexanes) Starting materials: C1CCOC1, O, CC1(c2ccc(O)cc2)COc2cc(O)ccc2C1CCCOc1ccc(CCCSCCCC(F)(F)C(F)(F)F)cc1. Yields the product CC1(c2ccc(O)cc2)COc2cc(O)ccc2C1CCCOc1ccc(CCCS(=O)CCCC(F)(F)C(F)(F)F)cc1. RXN SMILES: [O:45]1[CH2:46][CH2:47][CH2:48][CH2:49]1.[OH2:44].[OH:1][c:2]1[cH:3][cH:4][c:5]2[c:10]([cH:11]1)[O:9][CH2:8][C:7]([CH3:12])([c:13]1[cH:14][cH:15][c:16]([OH:19])[cH:17][cH:18]1)[CH:6]2[CH2:20][CH2:21][CH2:22][O:23][c:24]1[cH:25][cH:26][c:27]([CH2:30][CH2:31][CH2:32][S:33][CH2:34][CH2:35][CH2:36][C:37]([C:38]([F:39])([F:40])[F:41])([F:42])[F:43])[cH:28][cH:29]1>>[OH:1][c:2]1[cH:3][cH:4][c:5]2[c:10]([cH:11]1)[O:9][CH2:8][C:7]([CH3:12])([c:13]1[cH:14][cH:15][c:16]([OH:19])[cH:17][cH:18]1)[CH:6]2[CH2:20][CH2:21][CH2:22][O:23][c:24]1[cH:25][cH:26][c:27]([CH2:30][CH2:31][CH2:32][S:33]([CH2:34][CH2:35][CH2:36][C:37]([C:38]([F:39])([F:40])[F:41])([F:42])[F:43])=[O:44])[cH:28][cH:29]1. The reactants are BrC=1C=CC(=NC1)S(=O)(=O)N[C@H]1C([C@H](C1)C1=NN=C2N1C1=C(N=C2)N(C=C1)S(=O)(=O)C1=CC=C(C)C=C1)(C)C (5-bromo-N-((1R,3S)-2,2-dimethyl-3-(6-tosyl-6H-pyrrolo[2,3-e][1,2,4]triazolo[4,3-a]pyrazin-1-yl)cyclobutyl)pyridine-2-sulfonamide), C(#N)[Zn]C#N (dicyanozinc), C(C)(=O)N[C@H]1C([C@H](C1)C(=O)O)(C)C ((1S,3R)-3-acetamido-2,2-dimethylcyclobutanecarboxylic acid), CCN(C(C)C)C(C)C (DIEA), BrC=1C=CC(=NC1)S(=O)(=O)Cl (5-bromopyridine-2-sulfonyl chloride). The reagents and catalysts are C=1C=CC(=CC1)[P](C=2C=CC=CC2)(C=3C=CC=CC3)[Pd]([P](C=4C=CC=CC4)(C=5C=CC=CC5)C=6C=CC=CC6)([P](C=7C=CC=CC7)(C=8C=CC=CC8)C=9C=CC=CC9)[P](C=1C=CC=CC1)(C=1C=CC=CC1)C=1C=CC=CC1 (Pd(Ph3P)4). The solvent is [OH-].[Na+] (NaOH), CN(C)C=O (DMF), C(CCl)Cl (EDC). Conditions: temperature 80 celsius. The product is C(#N)C=1C=CC(=NC1)S(=O)(=O)N[C@H]1C([C@H](C1)C1=NN=C2N1C1=C(N=C2)N(C=C1)S(=O)(=O)C1=CC=C(C)C=C1)(C)C (5-cyano-N-((1R,3S)-2,2-dimethyl-3-(6-tosyl-6H-pyrrolo[2,3-e][1,2,4]triazolo[4,3-a]pyrazin-1-yl)cyclobutyl)pyridine-2-sulfonamide). Yield: 14.0%. As a reaction SMILES: Br[C:2]1[CH:3]=[CH:4][C:5]([S:8]([NH:11][C@@H:12]2[CH2:15][C@H:14]([C:16]3[N:20]4[C:21]5[CH:27]=[CH:26][N:25]([S:28]([C:31]6[CH:37]=[CH:36][C:34]([CH3:35])=[CH:33][CH:32]=6)(=[O:30])=[O:29])[C:22]=5[N:23]=[CH:24][C:19]4=[N:18][N:17]=3)[C:13]2([CH3:39])[CH3:38])(=[O:10])=[O:9])=[N:6][CH:7]=1.[C:40]([NH:43][C@@H]1C[C@H](C(O)=O)C1(C)C)(=O)C.CCN(C(C)C)C(C)C.BrC1C=CC(S(Cl)(=O)=O)=NC=1.C([Zn]C#N)#N>CN(C=O)C.[OH-].[Na+].C1C=CC([P]([Pd]([P](C2C=CC=CC=2)(C2C=CC=CC=2)C2C=CC=CC=2)([P](C2C=CC=CC=2)(C2C=CC=CC=2)C2C=CC=CC=2)[P](C2C=CC=CC=2)(C2C=CC=CC=2)C2C=CC=CC=2)(C2C=CC=CC=2)C2C=CC=CC=2)=CC=1.C(Cl)CCl>[C:40]([C:2]1[CH:3]=[CH:4][C:5]([S:8]([NH:11][C@@H:12]2[CH2:15][C@H:14]([C:16]3[N:20]4[C:21]5[CH:27]=[CH:26][N:25]([S:28]([C:31]6[CH:37]=[CH:36][C:34]([CH3:35])=[CH:33][CH:32]=6)(=[O:30])=[O:29])[C:22]=5[N:23]=[CH:24][C:19]4=[N:18][N:17]=3)[C:13]2([CH3:39])[CH3:38])(=[O:9])=[O:10])=[N:6][CH:7]=1)#[N:43] |f:6.7,^1:88,90,109,128|. Procedure details: To a solution of 5-bromo-N-((1R,3S)-2,2-dimethyl-3-(6-tosyl-6H-pyrrolo[2,3-e][1,2,4]triazolo[4,3-a]pyrazin-1-yl)cyclobutyl)pyridine-2-sulfonamide (0.69 g, 1.1 mmol, prepared using A from (1S,3R)-3-acetamido-2,2-dimethylcyclobutanecarboxylic acid [Tetrahedron: Asymmetry 2008, 19, 302-308] and Preparation #9 with EDC, C with DIEA, JJ, N from 5-bromopyridine-2-sulfonyl chloride [Chem Impex]) in degassed DMF (1.5 mL) was added dicyanozinc (0.321 g, 2.74 mmol) followed by Pd(Ph3P)4 (0.063 g, 0.055 mm... Reactants: CCOC(=O)CCc1c[nH]nc1OCC, CN(C)C=O, CCc1ccc(CCOc2ccc(CCl)cc2)nc1, [H-], [Na+], O. Yields the product CCOC(=O)CCc1cn(Cc2ccc(OCCc3ccc(CC)cn3)cc2)nc1OCC. Reaction SMILES: [CH2:1]([CH3:2])[O:3][c:4]1[n:5][nH:6][cH:7][c:8]1[CH2:9][CH2:10][C:11](=[O:12])[O:13][CH2:14][CH3:15].[CH3:35][N:36]([CH3:37])[CH:38]=[O:39].[Cl:16][CH2:17][c:18]1[cH:19][cH:20][c:21]([O:22][CH2:23][CH2:24][c:25]2[n:26][cH:27][c:28]([CH2:31][CH3:32])[cH:29][cH:30]2)[cH:33][cH:34]1.[H-:40].[Na+:41].[OH2:42]>>[CH2:1]([CH3:2])[O:3][c:4]1[n:5][n:6]([CH2:17][c:18]2[cH:19][cH:20][c:21]([O:22][CH2:23][CH2:24][c:25]3[n:26][cH:27][c:28]([CH2:31][CH3:32])[cH:29][cH:30]3)[cH:33][cH:34]2)[cH:7][c:8]1[CH2:9][CH2:10][C:11](=[O:12])[O:13][CH2:14][CH3:15]. Starting materials: CSc1ccc(Oc2ccc([N+](=O)[O-])cc2)cc1, ClCCl, O=C(OO)c1cccc(Cl)c1. The product is CS(=O)c1ccc(Oc2ccc([N+](=O)[O-])cc2)cc1. Reaction SMILES: [CH3:1][S:2][c:3]1[cH:4][cH:5][c:6]([O:9][c:10]2[cH:11][cH:12][c:13]([N+:16](=[O:17])[O-:18])[cH:14][cH:15]2)[cH:7][cH:8]1.[Cl:30][CH2:31][Cl:32].[OH:19][O:20][C:21]([c:22]1[cH:23][c:24]([Cl:25])[cH:26][cH:27][cH:28]1)=[O:29]>>[CH3:1][S:2]([c:3]1[cH:4][cH:5][c:6]([O:9][c:10]2[cH:11][cH:12][c:13]([N+:16](=[O:17])[O-:18])[cH:14][cH:15]2)[cH:7][cH:8]1)=[O:19]. The reactants are IC1=CC=C(C=C1)C1=CC=C(C=C1)I (4,4′-diiodo-biphenyl), C1(=CC=CC=C1)OB(O)O (phenyl boric acid), C([O-])([O-])=O.[Na+].[Na+] (sodium carbonate). Reagents/catalysts: C=1C=CC(=CC1)[P](C=2C=CC=CC2)(C=3C=CC=CC3)[Pd]([P](C=4C=CC=CC4)(C=5C=CC=CC5)C=6C=CC=CC6)([P](C=7C=CC=CC7)(C=8C=CC=CC8)C=9C=CC=CC9)[P](C=1C=CC=CC1)(C=1C=CC=CC1)C=1C=CC=CC1 (tetrakis(triphenylphosphine)palladium). The solvent is C1(=CC=CC=C1)C (toluene). Yields the product IC1=CC=C(C=C1)C1=CC=C(C=C1)C1=CC=CC=C1 (4″-iodo-[1,1′;4′,1″]terphenyl). The yield is 34.9%. Reaction SMILES: I[C:2]1[CH:7]=[CH:6][C:5]([C:8]2[CH:13]=[CH:12][C:11]([I:14])=[CH:10][CH:9]=2)=[CH:4][CH:3]=1.[C:15]1(OB(O)O)[CH:20]=[CH:19][CH:18]=[CH:17][CH:16]=1.C(=O)([O-])[O-].[Na+].[Na+]>C1C=CC([P]([Pd]([P](C2C=CC=CC=2)(C2C=CC=CC=2)C2C=CC=CC=2)([P](C2C=CC=CC=2)(C2C=CC=CC=2)C2C=CC=CC=2)[P](C2C=CC=CC=2)(C2C=CC=CC=2)C2C=CC=CC=2)(C2C=CC=CC=2)C2C=CC=CC=2)=CC=1.C1(C)C=CC=CC=1>[I:14][C:11]1[CH:12]=[CH:13][C:8]([C:5]2[CH:6]=[CH:7][C:2]([C:15]3[CH:20]=[CH:19][CH:18]=[CH:17][CH:16]=3)=[CH:3][CH:4]=2)=[CH:9][CH:10]=1 |f:2.3.4,^1:34,36,55,74|. Procedure: The compound was prepared under Suzuki reaction conditions. 4,4′-diiodo-biphenyl (1.0 g, 2.46 mmol), phenyl boric acid (0.24 g, 1.970 mmol), tetrakis(triphenylphosphine)palladium (0.085 g, 0.074 mmol), 2M-sodium carbonate (12.3 ml) and toluene (76 ml) were simultaneously mixed, freezed under liquid nitrogen, evacuated by a vacuum pump and then warmed to room temperature to be melted. This procedure was repeated twice, followed by injection of nitrogen. The mixed solution was refluxed for 2 days ... Starting materials: CC(=O)OC(C(=O)OCc1ccccc1)C1CC1, CO. The product is CC(=O)OC(C(=O)O)C1CC1. As a reaction SMILES: [C:1]([CH3:2])(=[O:3])[O:4][CH:5]([C:6](=[O:7])[O:8][CH2:9][c:10]1[cH:11][cH:12][cH:13][cH:14][cH:15]1)[CH:16]1[CH2:17][CH2:18]1.[CH3:19][OH:20]>>[C:1]([CH3:2])(=[O:3])[O:4][CH:5]([C:6](=[O:7])[OH:8])[CH:16]1[CH2:17][CH2:18]1. Reactants: [Br-], [Br-], [Br-], CCCC[N+](CCCC)(CCCC)CCCC, CCCC[N+](CCCC)(CCCC)CCCC, CCCC[N+](CCCC)(CCCC)CCCC, COc1cc(N)ccc1C, ClCCl, [Na+], O=C([O-])O. Yields the product COc1cc(N)c(Br)cc1C. RXN SMILES: [Br-:11].[Br-:12].[Br-:13].[CH2:14]([N+:15]([CH2:16][CH2:17][CH2:18][CH3:19])([CH2:20][CH2:21][CH2:22][CH3:23])[CH2:24][CH2:25][CH2:26][CH3:27])[CH2:28][CH2:29][CH3:30].[CH2:31]([N+:32]([CH2:33][CH2:34][CH2:35][CH3:36])([CH2:37][CH2:38][CH2:39][CH3:40])[CH2:41][CH2:42][CH2:43][CH3:44])[CH2:45][CH2:46][CH3:47].[CH2:48]([N+:49]([CH2:50][CH2:51][CH2:52][CH3:53])([CH2:54][CH2:55][CH2:56][CH3:57])[CH2:58][CH2:59][CH2:60][CH3:61])[CH2:62][CH2:63][CH3:64].[CH3:1][O:2][c:3]1[cH:4][c:5]([NH2:6])[cH:7][cH:8][c:9]1[CH3:10].[Cl:70][CH2:71][Cl:72].[Na+:69].[O-:65][C:66]([OH:67])=[O:68]>>[CH3:1][O:2][c:3]1[cH:4][c:5]([NH2:6])[c:7]([Br:11])[cH:8][c:9]1[CH3:10]. Starting materials: C(C)(C)(C)OC(=O)N1CCC(CC1)N(S(=O)(=O)C)CC1=CC(=CC=C1)C1=NC(=NC=C1F)Cl (4-{[3-(2-Chloro-5-fluoro-pyrimidin-4-yl)-benzyl]-methanesulfonyl-amino}-piperidine-1-carboxylic acid tert-butyl ester), NCCC1=CC(=C(C=C1)O)OC (4-(2-amino-ethyl)-2-methoxy-phenol), 530. Product: FC=1C(=NC(=NC1)NCCC1=CC(=C(C=C1)O)OC)C=1C=C(CN(S(=O)(=O)C)C2CCNCC2)C=CC1 (N-(3-{5-Fluoro-2-[2-(4-hydroxy-3-methoxy-phenyl)-ethylamino]-pyrimidin-4-yl}-benzyl)-N-piperidin-4-yl-methanesulfonamide). Reaction SMILES: C(OC([N:8]1[CH2:13][CH2:12][CH:11]([N:14]([CH2:19][C:20]2[CH:25]=[CH:24][CH:23]=[C:22]([C:26]3[C:31]([F:32])=[CH:30][N:29]=[C:28](Cl)[N:27]=3)[CH:21]=2)[S:15]([CH3:18])(=[O:17])=[O:16])[CH2:10][CH2:9]1)=O)(C)(C)C.[NH2:34][CH2:35][CH2:36][C:37]1[CH:42]=[CH:41][C:40]([OH:43])=[C:39]([O:44][CH3:45])[CH:38]=1>>[F:32][C:31]1[C:26]([C:22]2[CH:21]=[C:20]([CH:25]=[CH:24][CH:23]=2)[CH2:19][N:14]([CH:11]2[CH2:10][CH2:9][NH:8][CH2:13][CH2:12]2)[S:15]([CH3:18])(=[O:17])=[O:16])=[N:27][C:28]([NH:34][CH2:35][CH2:36][C:37]2[CH:42]=[CH:41][C:40]([OH:43])=[C:39]([O:44][CH3:45])[CH:38]=2)=[N:29][CH:30]=1. Procedure details: Intermediate 77 was coupled with 4-(2-amino-ethyl)-2-methoxy-phenol following procedure Q. The resulting product was deprotected following procedure R. LC-MS showed the product had the expected M+H+ of 530. 1H NMR (Varian 300 MHz, CD3OD, shifts relative to the solvent peak at 3.3 ppm) δ 8.25 (d, 1H), 8.14 (s, 1H), 7.97 (d, 1H), 7.48 (m, 2H), 6.82 (s, 1H), 6.69 (s, 2H), 4.54 (s, 2H), 3.91 (m, 1H), 3.80 (s, 3H) 3.60 (t, 2H), 3.32 (m, 2H), 3.03 (s, 3H), 2.94 (m, 2H), 2.81 (t, 2H), 1.87 (m, 4H). Reactants: COC(=O)c1cnc(C)s1, N, O. Yields the product Cc1ncc(C(N)=O)s1. As a reaction SMILES: [CH3:1][c:2]1[s:3][c:4]([C:7]([O:9][CH3:8])=[O:10])[cH:5][n:6]1.[NH3:12].[OH2:11]>>[CH3:1][c:2]1[s:3][c:4]([C:7](=[O:9])[NH2:12])[cH:5][n:6]1.